The task is: describe an organic reaction: reactants, conditions, products, and yield. This data is from the Open Reaction Database (ORD), a public repository of structured organic reaction records. Reactants: C(=O)([O-])[O-].[K+].[K+] (K2CO3), O1CCCC=C1 (dihydropyran), ICCO (2-iodoethanol), C1(=CC=C(C=C1)S(=O)(=O)O)C (p-toluenesulfonic acid). Solvent: CCOCC (Et2O). Reaction conditions: time 1 hour. The product is ICCOC1OCCCC1 (2-(2-Iodoethoxy)tetrahydro-2-H-pyran). As a reaction SMILES: [O:1]1[CH:6]=[CH:5][CH2:4][CH2:3][CH2:2]1.[I:7][CH2:8][CH2:9][OH:10].C1(C)C=CC(S(O)(=O)=O)=CC=1.C([O-])([O-])=O.[K+].[K+]>CCOCC>[I:7][CH2:8][CH2:9][O:10][CH:6]1[CH2:5][CH2:4][CH2:3][CH2:2][O:1]1 |f:3.4.5|. Procedure details: Freshly distilled dihydropyran (Aldrich, 59.0-g, 0.7 mol) was added dropwise to a cooled solution of 2-iodoethanol (Aldrich, 98 g, 0.57 mol) in Et2O (1 L) containing 0.1 g of p-toluenesulfonic acid (Eastman). The solution was then stirred for 1 h at 5°. Solid K2CO3 (Mallinckrodt, 5 g) was then added to the reaction mixture and the resulting suspension stirred an additional 1 h at RT. The reaction was then filtered and the remaining solid washed with Et2O (1 L). The organic solutions were combine... Starting materials: C1CCOC1, CN(C)C(=O)C1CC(O)CN1, CCN(C(C)C)C(C)C, ClCCl, Cl, O, O=C1Nc2ccc(Cl)cc2C1(Cl)c1nc2ccccc2s1. The product is CN(C)C(=O)C1CC(O)CN1C1(c2nc3ccccc3s2)C(=O)Nc2ccc(Cl)cc21. As a reaction SMILES: [CH2:34]1[O:35][CH2:36][CH2:37][CH2:38]1.[CH3:2][N:3]([C:4](=[O:5])[CH:6]1[NH:7][CH2:8][CH:9]([OH:11])[CH2:10]1)[CH3:12].[CH:39]([N:40]([CH2:41][CH3:42])[CH:43]([CH3:44])[CH3:45])([CH3:46])[CH3:47].[Cl:48][CH2:49][Cl:50].[ClH:1].[OH2:51].[s:13]1[c:14]([C:22]2([Cl:33])[C:23](=[O:32])[NH:24][c:25]3[cH:26][cH:27][c:28]([Cl:31])[cH:29][c:30]32)[n:15][c:16]2[c:17]1[cH:18][cH:19][cH:20][cH:21]2>>[CH3:2][N:3]([C:4](=[O:5])[CH:6]1[N:7]([C:22]2([c:14]3[s:13][c:17]4[c:16]([n:15]3)[cH:21][cH:20][cH:19][cH:18]4)[C:23](=[O:32])[NH:24][c:25]3[cH:26][cH:27][c:28]([Cl:31])[cH:29][c:30]32)[CH2:8][CH:9]([OH:11])[CH2:10]1)[CH3:12]. Reactants: CC12COC=3C=CC=C(C3C1C2)OCOC (1a-methyl-7-{[(methyloxy)methyl]oxy}-1,1a,2,7b-tetrahydrocyclopropa[c]chromene), CC12COC=3C=CC=C(C3C1C2)OCOC (1a-methyl-7-{[(methyloxy)methyl]oxy}-1,1a,2,7b-tetrahydrocyclopropa[c]chromene), aqueous solution, Cl (HCl), Cl (HCl). Solvent: CO (methanol). Run at temperature 50 celsius, time 2 hour. Yields the product CC12COC=3C=CC=C(C3C1C2)O (1a-methyl-1,1a,2,7b-tetrahydrocyclopropa[c]chromen-7-ol). Yield: 85.7%. As a reaction SMILES: [CH3:1][C:2]12[CH2:12][CH:11]1[C:10]1[C:9]([O:13]COC)=[CH:8][CH:7]=[CH:6][C:5]=1[O:4][CH2:3]2.Cl>CO>[CH3:1][C:2]12[CH2:12][CH:11]1[C:10]1[C:9]([OH:13])=[CH:8][CH:7]=[CH:6][C:5]=1[O:4][CH2:3]2. Procedure: To a solution of 1a-methyl-7-{[(methyloxy)methyl]oxy}-1,1a,2,7b-tetrahydrocyclopropa[c]chromene (Intermediate 124, 280 mg) in methanol (16 ml) a 2.0 M aqueous solution of HCl (1.271 ml, 2.54 mmol) was added. The reaction mixture was stirred at 50° C. for 2 hours and then at room temperature overnight at which time the reaction still showed some unreacted starting material, therefore more 2.0 M HCl was added (2 eq.) and stirring was continued at 50° C. for 2 hours. The reaction mixture was then q... The reactants are COc1cccc(CCc2ccc(Br)cc2CC#N)c1C, CC(=O)O, O, O=S(=O)(O)O. As a reaction SMILES: [Br:1][c:2]1[cH:3][cH:4][c:5]([CH2:11][CH2:12][c:13]2[c:14]([CH3:21])[c:15]([O:19][CH3:20])[cH:16][cH:17][cH:18]2)[c:6]([CH2:8][C:9]#[N:10])[cH:7]1.[CH3:28][C:29](=[O:30])[OH:31].[OH2:27].[S:22]([OH:23])(=[O:24])(=[O:25])[OH:26]>>[Br:1][c:2]1[cH:3][cH:4][c:5]([CH2:11][CH2:12][c:13]2[c:14]([CH3:21])[c:15]([O:19][CH3:20])[cH:16][cH:17][cH:18]2)[c:6]([CH2:8][C:9]([OH:23])=[O:27])[cH:7]1. The product is COc1cccc(CCc2ccc(Br)cc2CC(=O)O)c1C.